describe an organic reaction: reactants, conditions, products, and yield From a dataset of the Open Reaction Database (ORD), a public repository of structured organic reaction records. The reactants are C(C)OC(CC1=CC(=CC=C1)CC(=O)O)=O (1,3-phenylene diacetic acid monoethyl ester), Cl.NC1=C(C=CC(=C1Cl)Cl)S (2-amino-3,4-dichlorothiophenol hydrochloride). Product: ClC1=C(C=CC2=C1N=C(S2)CC=2C=C(C=CC2)CC(=O)OCC)Cl (ethyl 3-[(4,5-dichlorobenzothiazol-2-yl)methyl]phenylacetate). Isolated yield 56.3%. As a reaction SMILES: [CH2:1]([O:3][C:4](=[O:16])[CH2:5][C:6]1[CH:11]=[CH:10][CH:9]=[C:8]([CH2:12][C:13](O)=O)[CH:7]=1)[CH3:2].Cl.[NH2:18][C:19]1[C:24]([Cl:25])=[C:23]([Cl:26])[CH:22]=[CH:21][C:20]=1[SH:27]>>[Cl:25][C:24]1[C:19]2[N:18]=[C:13]([CH2:12][C:8]3[CH:7]=[C:6]([CH2:5][C:4]([O:3][CH2:1][CH3:2])=[O:16])[CH:11]=[CH:10][CH:9]=3)[S:27][C:20]=2[CH:21]=[CH:22][C:23]=1[Cl:26] |f:1.2|. Reported procedure: The procedure of Example 16-i) was repeated using 1,3-phenylene diacetic acid monoethyl ester (847 mg, 3.3 mmol) and 2-amino-3,4-dichlorothiophenol hydrochloride (831 mg, 4.3 mmol) to obtain ethyl 3-[(4,5-dichlorobenzothiazol-2-yl)methyl]phenylacetate (706 mg, 56%) as a pale yellow oil. Reactants: CS(=O)(=O)O, CCOC(C)=O, CCOCc1cc(OC)c(-c2csc3c(N(CCC4CC4)C4CCOCC4)c(OC)nn23)c(OC)c1. The product is CS(=O)(=O)O, CCOCc1cc(OC)c(-c2csc3c(N(CCC4CC4)C4CCOCC4)c(OC)nn23)c(OC)c1. Reaction SMILES: [CH3:37][S:38]([OH:39])(=[O:40])=[O:41].[CH3:42][CH2:43][O:44][C:45](=[O:46])[CH3:47].[CH:1]1([CH2:4][CH2:5][N:6]([c:7]2[c:8]([O:29][CH3:30])[n:9][n:10]3[c:11]2[s:12][cH:13][c:14]3-[c:15]2[c:16]([O:27][CH3:28])[cH:17][c:18]([CH2:23][O:24][CH2:25][CH3:26])[cH:19][c:20]2[O:21][CH3:22])[CH:31]2[CH2:32][CH2:33][O:34][CH2:35][CH2:36]2)[CH2:2][CH2:3]1>>[CH3:37][S:38](=[O:39])(=[O:40])[OH:41].[CH:1]1([CH2:4][CH2:5][N:6]([c:7]2[c:8]([O:29][CH3:30])[n:9][n:10]3[c:11]2[s:12][cH:13][c:14]3-[c:15]2[c:16]([O:27][CH3:28])[cH:17][c:18]([CH2:23][O:24][CH2:25][CH3:26])[cH:19][c:20]2[O:21][CH3:22])[CH:31]2[CH2:32][CH2:33][O:34][CH2:35][CH2:36]2)[CH2:2][CH2:3]1. Starting materials: OC=1C=CC=C2C=CNC12 (7-hydroxy-1H-indole), BrCC#N (bromoacetonitrile), C([O-])([O-])=O.[K+].[K+] (potassium carbonate). Run in C(C)#N (acetonitrile). Conditions: temperature 0 celsius, time 3 hour. Product: N1C=CC2=CC=CC(=C12)OCC#N ((1H-Indol-7-yloxy)-acetonitrile), 0.244-g. RXN SMILES: [OH:1][C:2]1[CH:3]=[CH:4][CH:5]=[C:6]2[C:10]=1[NH:9][CH:8]=[CH:7]2.C(=O)([O-])[O-].[K+].[K+].Br[CH2:18][C:19]#[N:20]>C(#N)C>[NH:9]1[C:10]2[C:6](=[CH:5][CH:4]=[CH:3][C:2]=2[O:1][CH2:18][C:19]#[N:20])[CH:7]=[CH:8]1 |f:1.2.3|. Procedure details: In a 100 mL roundbottom flask equipped with a magnetic stirrer and rubber septum, 7-hydroxy-1H-indole (1.66 g., 12.48 mmol) was dissolved 50 mL anhydrous acetonitrile. The flask was charged with potassium carbonate (6.88 g., 49.9 mmol) and cooled to 0° C. While stirring, bromoacetonitrile (1.64 g., 13.73 mmol) was added dropwise over two minutes. The reaction mixture was allowed to warm to ambient temperature and stirring was continued for three hours. The solution was washed with water (2×30 mL... Reactants: O1CCC(C2=CC=CC=C12)=O (Chroman-4-one), solution, N (ammonia), C(C)O (ethanol), [BH4-].[Na+] (sodium borohydride), resultant mixture. The reagents and catalysts are CC([O-])C.[Ti+4].CC([O-])C.CC([O-])C.CC([O-])C (titanium(IV) isopropoxide). Conditions: temperature 0 celsius. Product: O1CCC(C2=CC=CC=C12)N (Chroman-4-amine). Isolated yield 87.0%. RXN SMILES: [O:1]1[C:10]2[C:5](=[CH:6][CH:7]=[CH:8][CH:9]=2)[C:4](=O)[CH2:3][CH2:2]1.[NH3:12].C(O)C.[BH4-].[Na+]>CC(C)[O-].[Ti+4].CC(C)[O-].CC(C)[O-].CC(C)[O-]>[O:1]1[C:10]2[C:5](=[CH:6][CH:7]=[CH:8][CH:9]=2)[CH:4]([NH2:12])[CH2:3][CH2:2]1 |f:3.4,5.6.7.8.9|. Reported procedure: Chroman-4-one (3 g, 20.1 mmol), titanium(IV) isopropoxide (12.0 mL, 40.2 mmol) and 2 M solution of ammonia in ethanol (60.6 mL, 121.2 mmol) were stirred at room temperature for 6 h. The reaction was cooled to 0° C. and sodium borohydride was added portionwise during 10 min (1.14 g, 30.2 mmol); the resultant mixture was stirred at rt for an additional 3 h. The reaction was quenched by pouring it into ammonium hydroxide (2 M, 60 mL), the precipitate that formed was filtered off and washed with eth... Reactants: C1(=CC=CC=C1)P(C1=CC=CC=C1)C1=CC=CC=C1 (Triphenylphosphine), ClC1=CC=C(C=C1)O (4-chlorophenol), OCC=1C=C(CC23C(C(=O)NC2=O)C=CC=C3)C=CC1 (2-(3-hydroxymethylbenzyl)-phthalimide), CC(C)OC(=O)/N=N/C(=O)OC(C)C (DIAD). Solvent: C1CCOC1 (THF), C1CCOC1 (THF). Conditions: temperature -40 celsius, time 10 minute. Yields the product ClC1=CC=C(OCC=2C=C(CC34C(C(=O)NC3=O)C=CC=C4)C=CC2)C=C1 (2-[3-(4-Chloro-phenoxymethyl)-benzyl]-phthalimide). As a reaction SMILES: C1(P(C2C=CC=CC=2)C2C=CC=CC=2)C=CC=CC=1.CC(OC(/N=N/C(OC(C)C)=O)=O)C.[Cl:34][C:35]1[CH:40]=[CH:39][C:38]([OH:41])=[CH:37][CH:36]=1.O[CH2:43][C:44]1[CH:45]=[C:46]([CH:59]=[CH:60][CH:61]=1)[CH2:47][C:48]12[CH:58]=[CH:57][CH:56]=[CH:55][CH:49]1[C:50]([NH:52][C:53]2=[O:54])=[O:51]>C1COCC1>[Cl:34][C:35]1[CH:40]=[CH:39][C:38]([O:41][CH2:43][C:44]2[CH:45]=[C:46]([CH:59]=[CH:60][CH:61]=2)[CH2:47][C:48]23[CH:58]=[CH:57][CH:56]=[CH:55][CH:49]2[C:50]([NH:52][C:53]3=[O:54])=[O:51])=[CH:37][CH:36]=1. Procedure: Triphenylphosphine (280 mg, 1.07 mmol) was dissolved in dry THF (2 mL) under an atmosphere of argon. After cooling to −40° C., DIAD (0.21 mL, 1.07 mmol) was added and the mixture was stirred at −40° C. for 10 min. A solution of 4-chlorophenol (138 mg g, 1.07 mmol) and 2-(3-hydroxymethylbenzyl)-phthalimide (261 mg, 0.98 mmol) in dry THF (3 mL) was added dropwise. After addition, the cooling bath was removed and stirring was continued for 2 h. The solution was diluted with Et2O (40 mL) and washed ...